describe an organic reaction: reactants, conditions, products, and yield From a dataset of the Open Reaction Database (ORD), a public repository of structured organic reaction records. Starting materials: BrC1(COC2=C(C1=O)C=C(C(=C2)NS(=O)(=O)C)OC2=CC=CC=C2)Br (3,3-dibromo-2,3-dihydro-7-methylsulfonylamino-6phenoxy-4H-1-benzopyran-4-one), O (water), Cl (hydrochloric acid). Solvent: N1=CC=CC=C1 (pyridine). Product: BrC1=COC2=C(C1=O)C=C(C(=C2)NS(=O)(=O)C)OC2=CC=CC=C2 (3-bromo-7-methylsulfonylamino-6-phenoxy-4H-1-benzopyran-4-one). Yield: 82.1%. Reaction SMILES: [Br:1][C:2]1(Br)[C:7](=[O:8])[C:6]2[CH:9]=[C:10]([O:18][C:19]3[CH:24]=[CH:23][CH:22]=[CH:21][CH:20]=3)[C:11]([NH:13][S:14]([CH3:17])(=[O:16])=[O:15])=[CH:12][C:5]=2[O:4][CH2:3]1.O.Cl>N1C=CC=CC=1>[Br:1][C:2]1[C:7](=[O:8])[C:6]2[CH:9]=[C:10]([O:18][C:19]3[CH:20]=[CH:21][CH:22]=[CH:23][CH:24]=3)[C:11]([NH:13][S:14]([CH3:17])(=[O:15])=[O:16])=[CH:12][C:5]=2[O:4][CH:3]=1. Procedure details: In 20 ml of pyridine was dissolved 4.81 g of 3,3-dibromo-2,3-dihydro-7-methylsulfonylamino-6phenoxy-4H-1-benzopyran-4-one. The solution was refluxed for 20 minutes. The reaction mixture was introduced into 200 ml of water. The mixture was adjusted to pH 4 with concentrated hydrochloric acid and then extracted with two 100-ml portions of ethyl acetate. The extracts (the organic layers) were combined, washed with water and a saturated aqueous sodium chloride solution in this order, and dried with ... Reactants: [H-].[Na+] (sodium hydride), O[C@H]1C[C@H](CCC1)OCC1=CC=CC=C1 (benzyl (1S,3R)-3-hydroxycyclohex-1-yl ether), C(C=C)Br (allyl bromide). Solvent: CN(C)C=O (DMF), CN(C)C=O (DMF). Reaction conditions: time 90 minute. Product: C(C=C)O[C@H]1C[C@H](CCC1)OCC1=CC=CC=C1 (Benzyl (1S,3R)-3-allyloxycyclohex-1-yl ether). RXN SMILES: [H-].[Na+].[OH:3][C@@H:4]1[CH2:9][CH2:8][CH2:7][C@H:6]([O:10][CH2:11][C:12]2[CH:17]=[CH:16][CH:15]=[CH:14][CH:13]=2)[CH2:5]1.[CH2:18](Br)[CH:19]=[CH2:20]>CN(C=O)C>[CH2:20]([O:3][C@@H:4]1[CH2:9][CH2:8][CH2:7][C@H:6]([O:10][CH2:11][C:12]2[CH:13]=[CH:14][CH:15]=[CH:16][CH:17]=2)[CH2:5]1)[CH:19]=[CH2:18] |f:0.1|. Reported procedure: Under an atmosphere of argon, 12 g of sodium hydride (55-65%) are initially charged in 200 ml of abs. DMF, and the mixture is stirred at RT for 10 min. With ice-cooling, 54 g of benzyl (1S,3R)-3-hydroxycyclohex-1-yl ether in 70 ml of DMF are added dropwise. The mixture is stirred at RT for 90 min. With ice-cooling, 50 g of allyl bromide are slowly added dropwise. After the addition has ended, the mixture is stirred at 45° C. for 1 h. According to TLC, the reaction is complete. The reaction solut...